Task: describe an organic reaction: reactants, conditions, products, and yield. Dataset: the Open Reaction Database (ORD), a public repository of structured organic reaction records Starting materials: O (water), FC(C(=O)NC1=CC=C(C=C1)CCBr)(C(C(F)(F)F)(F)F)F (2,2,3,3,4,4,4-heptafluoro-N-[4-(2-bromoethyl)phenyl]butanamide), [C-]#N.[Na+] (sodium cyanide), [C-]#N.[Na+] (sodium cyanide). The solvent is CS(=O)C (dimethylsulfoxide). Conditions: time 18 hour. Yields the product FC(C(=O)NC1=CC=C(C=C1)CCC#N)(C(C(F)(F)F)(F)F)F (2,2,3,3,4,4,4-heptafluoro-N-[4-(2-cyanoethyl)phenyl]butanamide). The yield is 49.1%. RXN SMILES: [F:1][C:2]([F:22])([C:15]([F:21])([F:20])[C:16]([F:19])([F:18])[F:17])[C:3]([NH:5][C:6]1[CH:11]=[CH:10][C:9]([CH2:12][CH2:13]Br)=[CH:8][CH:7]=1)=[O:4].[C-:23]#[N:24].[Na+].O>CS(C)=O>[F:1][C:2]([F:22])([C:15]([F:21])([F:20])[C:16]([F:19])([F:18])[F:17])[C:3]([NH:5][C:6]1[CH:11]=[CH:10][C:9]([CH2:12][CH2:13][C:23]#[N:24])=[CH:8][CH:7]=1)=[O:4] |f:1.2|. Reported procedure: A solution of 2,2,3,3,4,4,4-heptafluoro-N-[4-(2-bromoethyl)phenyl]butanamide (9.9 g), and sodium cyanide (1.72 g) in dimethylsulfoxide (50 mL) was stirred at room temperature under a nitrogen atmosphere for 24 hours. The mixture was treated with additional sodium cyanide (0.8 g) and the reaction was stirred for another 18 hours. The reaction mixture was poured into water (1 L) and extracted with diethyl ether. The extracts were washed with water and with saturated brine solution, dried over sodi... Starting materials: FC=1C=CC=2C=C3N(C2C1)CCNC3=O (7-Fluoro-1,2,3,4-tetrahydropyrazino-[1,2-a]indol-1-one), [H-].[Al+3].[Li+].[H-].[H-].[H-] (lithium aluminum hydride), C(C(O)C(O)C(=O)[O-])(=O)[O-].[K+].[K+] (potassium tartarate). Run in O1CCCC1 (tetrahydrofuran). Run at temperature 60 celsius, time 8 hour. Yields the product FC=1C=CC=2C=C3N(C2C1)CCNC3 (7-Fluoro-1,2,3,4-tetrahydropyrazino-[1,2-a]indole). RXN SMILES: [F:1][C:2]1[CH:3]=[CH:4][C:5]2[CH:6]=[C:7]3[C:14](=O)[NH:13][CH2:12][CH2:11][N:8]3[C:9]=2[CH:10]=1.[H-].[Al+3].[Li+].[H-].[H-].[H-].C([O-])(=O)C(C(C([O-])=O)O)O.[K+].[K+]>O1CCCC1>[F:1][C:2]1[CH:3]=[CH:4][C:5]2[CH:6]=[C:7]3[CH2:14][NH:13][CH2:12][CH2:11][N:8]3[C:9]=2[CH:10]=1 |f:1.2.3.4.5.6,7.8.9|. Reported procedure: A 0.47 g portion of the compound obtained in Example 8- (5) was suspended in 50 ml of tetrahydrofuran, mixed with 0.2 g of lithium aluminum hydride and then stirred at 60° C. for 8 hours. The reaction solution was cooled to 0° C., mixed carefully with saturated potassium tartarate aqueous solution to terminate the reaction and then extracted with chloroform. The organic layer was washed with saturated brine and dried with anhydrous sodium sulfate, and then the solvent was evaporated to obtain 0.... The reactants are O=C(O)c1ccc(Br)o1, CCCCCCCCCCCCCCCCCCO, COCCOCCOC, CC(=O)O, [H-], [Na+]. Product: CCCCCCCCCCCCCCCCCCOc1ccc(C(=O)O)o1. As a reaction SMILES: [Br:1][c:2]1[cH:3][cH:4][c:5]([C:7](=[O:8])[OH:9])[o:6]1.[CH2:10]([CH2:11][CH2:12][CH2:13][CH2:14][CH2:15][CH2:16][CH2:17][CH2:18][CH2:19][CH2:20][CH2:21][CH2:22][CH2:23][CH2:24][CH2:25][CH2:26][CH3:27])[OH:28].[CH3:29][O:30][CH2:31][CH2:32][O:33][CH2:34][CH2:35][O:36][CH3:37].[CH3:40][C:41](=[O:42])[OH:43].[H-:38].[Na+:39]>>[c:2]1([O:28][CH2:10][CH2:11][CH2:12][CH2:13][CH2:14][CH2:15][CH2:16][CH2:17][CH2:18][CH2:19][CH2:20][CH2:21][CH2:22][CH2:23][CH2:24][CH2:25][CH2:26][CH3:27])[cH:3][cH:4][c:5]([C:7](=[O:8])[OH:9])[o:6]1. The reactants are CCOC(=O)CBr, CC(C)(C)[O-], CN(C)C=O, COc1cc2c(c3c1OC(C)(C)C3)C(c1cccc(N3CCNS3(=O)=O)c1)=NC(C)(C)C2, [K+], O. The product is CCOC(=O)CN1CCN(c2cccc(C3=NC(C)(C)Cc4cc(OC)c5c(c43)CC(C)(C)O5)c2)S1(=O)=O. Reaction SMILES: [Br:39][CH2:40][C:41](=[O:42])[O:43][CH2:44][CH3:45].[CH3:1][C:2]([CH3:3])([O-:4])[CH3:5].[CH3:47][N:48]([CH3:49])[CH:50]=[O:51].[CH3:7][O:8][c:9]1[cH:10][c:11]2[c:16]([c:17]3[c:18]1[O:19][C:20]([CH3:22])([CH3:23])[CH2:21]3)[C:15]([c:24]1[cH:25][c:26]([N:30]3[S:31](=[O:35])(=[O:36])[NH:32][CH2:33][CH2:34]3)[cH:27][cH:28][cH:29]1)=[N:14][C:13]([CH3:37])([CH3:38])[CH2:12]2.[K+:6].[OH2:46]>>[CH3:7][O:8][c:9]1[cH:10][c:11]2[c:16]([c:17]3[c:18]1[O:19][C:20]([CH3:22])([CH3:23])[CH2:21]3)[C:15]([c:24]1[cH:25][c:26]([N:30]3[S:31](=[O:35])(=[O:36])[N:32]([CH2:40][C:41](=[O:42])[O:43][CH2:44][CH3:45])[CH2:33][CH2:34]3)[cH:27][cH:28][cH:29]1)=[N:14][C:13]([CH3:37])([CH3:38])[CH2:12]2. Starting materials: O (H2O), C1(CCCCC1)C1=NOC2=C1C=CC(=C2)O (3-cyclohexyl-1,2-benzisoxazol-6-ol), Cl.ClCCN1CCCCC1 (1-(2-chloroethyl)-piperidine hydrochloride), C(=O)([O-])[O-].[K+].[K+] (K2CO3). Run in CC#N (CH3CN). Reaction conditions: time 8 hour. The product is C1(CCCCC1)C1=NOC2=C1C=CC(=C2)OCCN2CCCCC2 (3-cyclohexyl-6-(2-piperidin-1-yl-ethoxy)-1,2-benzisoxazole). The yield is 95.9%. As a reaction SMILES: [CH:1]1([C:7]2[C:11]3[CH:12]=[CH:13][C:14]([OH:16])=[CH:15][C:10]=3[O:9][N:8]=2)[CH2:6][CH2:5][CH2:4][CH2:3][CH2:2]1.Cl.Cl[CH2:19][CH2:20][N:21]1[CH2:26][CH2:25][CH2:24][CH2:23][CH2:22]1.C([O-])([O-])=O.[K+].[K+].O>CC#N>[CH:1]1([C:7]2[C:11]3[CH:12]=[CH:13][C:14]([O:16][CH2:19][CH2:20][N:21]4[CH2:26][CH2:25][CH2:24][CH2:23][CH2:22]4)=[CH:15][C:10]=3[O:9][N:8]=2)[CH2:2][CH2:3][CH2:4][CH2:5][CH2:6]1 |f:1.2,3.4.5|. Procedure: A mixture of 3-cyclohexyl-1,2-benzisoxazol-6-ol (2.69 g, 12 mmol), 1-(2-chloroethyl)-piperidine hydrochloride (2.39 g, 13 mmol) and K2CO3 (3.59 g, 26 mmol) in CH3CN (30 ml) was heated at reflux for 3 h and stirred at room temperature overnight. The reaction mixture was poured into H2O and extracted with EtOAc. The organic extract was washed with brine, dried (Na2SO4) and concentrated to give a residue (3.78 g). This residue was purified by flash chromatography (toluene/1,4-dioxane 8/2). Crystall... Reactants: CCOC(C)=O, O=P12OP3(=O)OP(=O)(O1)OP(=O)(O2)O3, O=S(=O)(O)O, CCOC(=O)C(C(=O)OCC)C(=O)C1(c2ccccc2)CCOCC1. The product is CCOC(=O)C1=C(O)c2ccccc2C2(CCOCC2)C1=O. Reaction SMILES: [CH3:45][CH2:46][O:47][C:48]([CH3:49])=[O:50].[O:26]=[P:27]12[O:28][P:29]3(=[O:39])[O:30][P:31](=[O:37])([O:32][P:33](=[O:36])([O:34]3)[O:35]1)[O:38]2.[S:40](=[O:41])(=[O:42])([OH:43])[OH:44].[c:1]1([C:7]2([C:13](=[O:14])[CH:15]([C:16](=[O:17])[O:18][CH2:19][CH3:20])[C:21](=[O:22])[O:23][CH2:24][CH3:25])[CH2:8][CH2:9][O:10][CH2:11][CH2:12]2)[cH:2][cH:3][cH:4][cH:5][cH:6]1>>[c:1]12[c:2]([cH:3][cH:4][cH:5][cH:6]1)[C:21]([OH:22])=[C:15]([C:16](=[O:17])[O:18][CH2:19][CH3:20])[C:13](=[O:14])[C:7]21[CH2:8][CH2:9][O:10][CH2:11][CH2:12]1. Reactants: Brc1cccc2[nH]ccc12, C1CCOC1, CCOC(C)=O, OB(O)c1ccccc1Cl, [Na+], [OH-], [Pd]. Product: Clc1ccccc1-c1cccc2[nH]ccc12. RXN SMILES: [Br:1][c:2]1[c:3]2[cH:4][cH:5][nH:6][c:7]2[cH:8][cH:9][cH:10]1.[CH2:23]1[O:24][CH2:25][CH2:26][CH2:27]1.[CH3:29][CH2:30][O:31][C:32](=[O:33])[CH3:34].[Cl:11][c:12]1[c:13]([B:18]([OH:19])[OH:20])[cH:14][cH:15][cH:16][cH:17]1.[Na+:22].[OH-:21].[Pd:28]>>[c:2]1(-[c:13]2[c:12]([Cl:11])[cH:17][cH:16][cH:15][cH:14]2)[c:3]2[cH:4][cH:5][nH:6][c:7]2[cH:8][cH:9][cH:10]1.